This data is from the Open Reaction Database (ORD), a public repository of structured organic reaction records. The task is: describe an organic reaction: reactants, conditions, products, and yield The reactants are N1=CN=CC(=C1)C(=O)NC1(CC1)C(=O)O (1-[(pyrimidine-5-carbonyl)-amino]-cyclopropanecarboxylic acid), ClC1=CC(=C(OC2=CC=C(C=C2)C(C)N)C=C1)F (1-[4-(4-chloro-2-fluoro-phenoxy)-phenyl]-ethylamine). Yields the product ClC1=CC(=C(OC2=CC=C(C=C2)C(C)NC(=O)C2(CC2)NC(=O)C=2C=NC=NC2)C=C1)F (pyrimidine-5-carboxylic acid-(1-{1-[4-(4-chloro-2-fluoro-phenoxy)-phenyl]-ethylcarbamoyl}-cyclopropyl)-amide). Isolated yield 29.0%. Reaction SMILES: [N:1]1[CH:6]=[C:5]([C:7]([NH:9][C:10]2([C:13]([OH:15])=O)[CH2:12][CH2:11]2)=[O:8])[CH:4]=[N:3][CH:2]=1.[Cl:16][C:17]1[CH:32]=[CH:31][C:20]([O:21][C:22]2[CH:27]=[CH:26][C:25]([CH:28]([NH2:30])[CH3:29])=[CH:24][CH:23]=2)=[C:19]([F:33])[CH:18]=1>>[Cl:16][C:17]1[CH:32]=[CH:31][C:20]([O:21][C:22]2[CH:23]=[CH:24][C:25]([CH:28]([NH:30][C:13]([C:10]3([NH:9][C:7]([C:5]4[CH:4]=[N:3][CH:2]=[N:1][CH:6]=4)=[O:8])[CH2:11][CH2:12]3)=[O:15])[CH3:29])=[CH:26][CH:27]=2)=[C:19]([F:33])[CH:18]=1. Reported procedure: Analogously to Example (1e) the title compound was prepared from 1-[(pyrimidine-5-carbonyl)-amino]-cyclopropanecarboxylic acid and 1-[4-(4-chloro-2-fluoro-phenoxy)-phenyl]-ethylamine.